Dataset: the Open Reaction Database (ORD), a public repository of structured organic reaction records. Task: describe an organic reaction: reactants, conditions, products, and yield Starting materials: N#Cc1ccccc1-c1ccc(CBr)c(F)c1, CCCC(=O)CC(=O)OCC, Cl, [H-], [Na+], C1CCOC1. Product: CCCC(=O)C(Cc1ccc(-c2ccccc2C#N)cc1F)C(=O)OCC. RXN SMILES: [Br:14][CH2:15][c:16]1[c:17]([F:30])[cH:18][c:19](-[c:22]2[c:23]([C:28]#[N:29])[cH:24][cH:25][cH:26][cH:27]2)[cH:20][cH:21]1.[CH3:3][CH2:4][CH2:5][C:6](=[O:7])[CH2:8][C:9](=[O:10])[O:11][CH2:12][CH3:13].[ClH:31].[H-:1].[Na+:2].[O:32]1[CH2:33][CH2:34][CH2:35][CH2:36]1>>[CH3:3][CH2:4][CH2:5][C:6](=[O:7])[CH:8]([C:9](=[O:10])[O:11][CH2:12][CH3:13])[CH2:15][c:16]1[c:17]([F:30])[cH:18][c:19](-[c:22]2[c:23]([C:28]#[N:29])[cH:24][cH:25][cH:26][cH:27]2)[cH:20][cH:21]1. Reactants: C(C)(=O)OC(C)=O (acetic anhydride), ClC1=CC=C(CC(C(O)C=2C=NC=CC2)(CC)CC)C=C1 (2-(4-chlorobenzyl)-2-ethyl-1-(3-pyridyl)-1-butanol). Solvent: N1=CC=CC=C1 (pyridine). Run at temperature 80 celsius. Yields the product C(C)(=O)OC(C(CC)(CC)CC1=CC=C(C=C1)Cl)C=1C=NC=CC1 (2-(4-Chlorobenzyl)-2-ethyl-1-(3-pyridyl)butyl acetate). RXN SMILES: [C:1](OC(=O)C)(=[O:3])[CH3:2].[Cl:8][C:9]1[CH:28]=[CH:27][C:12]([CH2:13][C:14]([CH2:25][CH3:26])([CH2:23][CH3:24])[CH:15]([C:17]2[CH:18]=[N:19][CH:20]=[CH:21][CH:22]=2)[OH:16])=[CH:11][CH:10]=1>N1C=CC=CC=1>[C:1]([O:16][CH:15]([C:17]1[CH:18]=[N:19][CH:20]=[CH:21][CH:22]=1)[C:14]([CH2:13][C:12]1[CH:11]=[CH:10][C:9]([Cl:8])=[CH:28][CH:27]=1)([CH2:23][CH3:24])[CH2:25][CH3:26])(=[O:3])[CH3:2]. Procedure: 10.2 g (0.10 mol) of acetic anhydride are added dropwise to a solution of 12.1 g (0.04 mol) of 2-(4-chlorobenzyl)-2-ethyl-1-(3-pyridyl)-1-butanol in 50 ml of pyridine at room temperature, and the mixture is then heated at 80° C. for 8 h. The reaction mixture is concentrated, the residue is taken up in 200 ml of dichloromethane, and the solution is washed with saturated NaHCO3 solution and then with water. The organic phase is dried and concentrated, and the remaining black oil is purified on sil... Reactants: C(C)(C)(C)C1=CC=C(C=C1)C=1NC(=C(N1)C(=O)NC=1SC=CN1)C1=CC=C(C=C1)[N+](=O)[O-] (2-(4-tert-Butylphenyl)-5-(4-nitrophenyl)-N-(2-thiazolyl)-imidazole-4-carboxamide). Reagents/catalysts: [Ni] (Raney nickel). Solvent: O1CCOCC1 (dioxane), CO (methanol). The product is NC1=CC=C(C=C1)C1=C(N=C(N1)C1=CC=C(C=C1)C(C)(C)C)C(=O)NC=1SC=CN1 (5-(4-aminophenyl)-2-(4-tert-butylphenyl)-N-(2-thiazolyl)imidazole-4-carboxamide). Isolated yield 46.9%. As a reaction SMILES: [C:1]([C:5]1[CH:10]=[CH:9][C:8]([C:11]2[NH:12][C:13]([C:24]3[CH:29]=[CH:28][C:27]([N+:30]([O-])=O)=[CH:26][CH:25]=3)=[C:14]([C:16]([NH:18][C:19]3[S:20][CH:21]=[CH:22][N:23]=3)=[O:17])[N:15]=2)=[CH:7][CH:6]=1)([CH3:4])([CH3:3])[CH3:2]>O1CCOCC1.CO.[Ni]>[NH2:30][C:27]1[CH:26]=[CH:25][C:24]([C:13]2[NH:12][C:11]([C:8]3[CH:7]=[CH:6][C:5]([C:1]([CH3:4])([CH3:2])[CH3:3])=[CH:10][CH:9]=3)=[N:15][C:14]=2[C:16]([NH:18][C:19]2[S:20][CH:21]=[CH:22][N:23]=2)=[O:17])=[CH:29][CH:28]=1. Procedure details: 2-(4-tert-Butylphenyl)-5-(4-nitrophenyl)-N-(2-thiazolyl)-imidazole-4-carboxamide (16.3 g) was dissolved in a mixed solvent of dioxane and methanol and hydrogenated with Raney nickel. The catalyst was filtered off and the residue was concentrated and crystallized from ethyl acetate and isopropyl ether to give 5-(4-aminophenyl)-2-(4-tert-butylphenyl)-N-(2-thiazolyl)imidazole-4-carboxamide (7.13 g). 1.0 g therefrom was converted to hydrochloride to give 5-(4-aminophenyl)-2-(4-tert-butylphenyl)-N-(2... Reactants: FC1=CC=C(CN(C2=NC=CC=C2)CCN(CCCCN)C)C=C1 (N-[2-[N-(4-fluorobenzyl)-N-(2-pyridyl)amino]ethyl]-N-methyl-1,4-butanediamine), C(=O)(N1C=NC=C1)N1C=NC=C1 (1,1'-carbonyldiimidazole), N1(CCCCC1)CC=1C=C(OCCCN)C=CC1 (3-[3-(piperidinomethyl)phenoxy]propylamine). Product: FC1=CC=C(CN(C2=NC=CC=C2)CCN(C)CCCCNC(=O)NCCCOC2=CC(=CC=C2)CN2CCCCC2)C=C1 (N-[4-[N-[2-[N-(4-fluorobenzyl)-N-(2-pyridyl)amino]ethyl]-N-methylamino]butyl]-N'-[3-[3-(piperidinomethyl)phenoxy]propyl]urea). As a reaction SMILES: [F:1][C:2]1[CH:24]=[CH:23][C:5]([CH2:6][N:7]([CH2:14][CH2:15][N:16]([CH3:22])[CH2:17][CH2:18][CH2:19][CH2:20][NH2:21])[C:8]2[CH:13]=[CH:12][CH:11]=[CH:10][N:9]=2)=[CH:4][CH:3]=1.[C:25](N1C=CN=C1)(N1C=CN=C1)=[O:26].[N:37]1([CH2:43][C:44]2[CH:45]=[C:46]([CH:52]=[CH:53][CH:54]=2)[O:47][CH2:48][CH2:49][CH2:50][NH2:51])[CH2:42][CH2:41][CH2:40][CH2:39][CH2:38]1>>[F:1][C:2]1[CH:24]=[CH:23][C:5]([CH2:6][N:7]([CH2:14][CH2:15][N:16]([CH2:17][CH2:18][CH2:19][CH2:20][NH:21][C:25]([NH:51][CH2:50][CH2:49][CH2:48][O:47][C:46]2[CH:52]=[CH:53][CH:54]=[C:44]([CH2:43][N:37]3[CH2:42][CH2:41][CH2:40][CH2:39][CH2:38]3)[CH:45]=2)=[O:26])[CH3:22])[C:8]2[CH:13]=[CH:12][CH:11]=[CH:10][N:9]=2)=[CH:4][CH:3]=1. Procedure: Preparation is effected analogously to Example 63, using 0.45 g (1.0 mmol) of N-[2-[N-(4-fluorobenzyl)-N-(2-pyridyl)amino]ethyl]-N-methyl-1,4-butanediamine and the equimolar amounts of 1,1'-carbonyldiimidazole and 3-[3-(piperidinomethyl)phenoxy]propylamine as starting materials. Chromatographic working-up analogously to Example 63 yields the purified title compound in the form of a viscous oil; MS (+FAB method): m/z (rel. int. [%])=605 ([M+H]+, 8), 109 (100); IR (KBr): 1641 cm-1 (C=O). For furth...